Dataset: the Open Reaction Database (ORD), a public repository of structured organic reaction records. Task: describe an organic reaction: reactants, conditions, products, and yield Reactants: C(C1=CC=CC=C1)OC1=C(C=C(C(=C1)F)Br)F (1-Benzyloxy-4-bromo-2,5-difluoro-benzene), C(CCC)[Li] (n-butyllithium), O (water), C(C)(C)[Si](N1C=C(C=2C1=NC=CC2)C=O)(C(C)C)C(C)C (1-triisopropylsilanyl-1H-pyrrolo[2,3-b]pyridine-3-carbaldehyde). Run in O1CCCC1 (tetrahydrofuran), CCOCC (ether). Conditions: time 20 minute. The product is C(C1=CC=CC=C1)OC1=CC(=C(C=C1F)C1=C(C=2C(=NC=CC2)N1[Si](C(C)C)(C(C)C)C(C)C)CO)F (2—(4-Benzyloxy-2,5-difluoro-phenyl)-(1-triisopropylsilanyl-1H-pyrrolo[2,3-b]pyridin-3-yl)-methanol). Reaction SMILES: [CH2:1]([O:8][C:9]1[CH:14]=[C:13]([F:15])[C:12](Br)=[CH:11][C:10]=1[F:17])[C:2]1[CH:7]=[CH:6][CH:5]=[CH:4][CH:3]=1.C([Li])CCC.[CH:23]([Si:26]([CH:41]([CH3:43])[CH3:42])([CH:38]([CH3:40])[CH3:39])[N:27]1[C:31]2=[N:32][CH:33]=[CH:34][CH:35]=[C:30]2[C:29]([CH:36]=[O:37])=[CH:28]1)([CH3:25])[CH3:24].O>O1CCCC1.CCOCC>[CH2:1]([O:8][C:9]1[C:10]([F:17])=[CH:11][C:12]([C:28]2[N:27]([Si:26]([CH:41]([CH3:43])[CH3:42])([CH:38]([CH3:39])[CH3:40])[CH:23]([CH3:25])[CH3:24])[C:31]3=[N:32][CH:33]=[CH:34][CH:35]=[C:30]3[C:29]=2[CH2:36][OH:37])=[C:13]([F:15])[CH:14]=1)[C:2]1[CH:7]=[CH:6][CH:5]=[CH:4][CH:3]=1. Procedure: To 1-Benzyloxy-4-bromo-2,5-difluoro-benzene (47, 0.84 g, 2.80 mmol) in tetrahydrofuran (15.0 mL) and ether (15.0 mL), under an atmosphere of nitrogen at −78° C., n-butyllithium (1.20 mL, 2.50 M in hexane) was added slowly. After 20 minutes, 1-Triisopropylsilanyl-1H-pyrrolo[2,3-b]pyridine-3-carbaldehyde (8, 0.82 g, 0.0027 mol, prepared as described in Example 5) was added to the reaction. After 20 minutes, the reaction was allowed to warm to room temperature for 10 minutes, then poured into water... The reactants are BrC1=C(SC2=NC(=CC(=C21)NS(=O)(=O)C2=CC(=CC=C2)Cl)C)C=2C=NN(C2)C(=O)OC(C)(C)C (1,1-dimethylethyl 4-(3-bromo-4-{[(3-chlorophenyl)sulfonyl]amino}-6-methylthieno[2,3-b]pyridin-2-yl)-1H-pyrazole-1-carboxylate), O1CCN(CC1)C=1C=C(C=CC1)B(O)O (3-(morpholino)phenylboronic acid), pinacol ester, C([O-])([O-])=O.[K+].[K+] (potassium carbonate), O1CCOCC1 (1,4-Dioxane). The reagents and catalysts are C=1C=CC(=CC1)[P](C=2C=CC=CC2)(C=3C=CC=CC3)[Pd]([P](C=4C=CC=CC4)(C=5C=CC=CC5)C=6C=CC=CC6)([P](C=7C=CC=CC7)(C=8C=CC=CC8)C=9C=CC=CC9)[P](C=1C=CC=CC1)(C=1C=CC=CC1)C=1C=CC=CC1 (tetrakis(triphenylphosphine)palladium(0)). Run in O (water), CN(C)C=O (DMF). Reaction conditions: temperature 110 celsius. Yields the product ClC=1C=C(C=CC1)S(=O)(=O)NC1=C2C(=NC(=C1)C)SC(=C2C2=CC(=CC=C2)N2CCOCC2)C=2C=NNC2 (3-Chloro-N-[6-methyl-3-[3-(4-morpholinyl)phenyl]-2-(1H-pyrazol-4-yl)thieno[2,3-b]pyridin-4-yl]benzenesulfonamide). RXN SMILES: Br[C:2]1[C:10]2[C:5](=[N:6][C:7]([CH3:22])=[CH:8][C:9]=2[NH:11][S:12]([C:15]2[CH:20]=[CH:19][CH:18]=[C:17]([Cl:21])[CH:16]=2)(=[O:14])=[O:13])[S:4][C:3]=1[C:23]1[CH:24]=[N:25][N:26](C(OC(C)(C)C)=O)[CH:27]=1.[O:35]1[CH2:40][CH2:39][N:38]([C:41]2[CH:42]=[C:43](B(O)O)[CH:44]=[CH:45][CH:46]=2)[CH2:37][CH2:36]1.C(=O)([O-])[O-].[K+].[K+].O1CCOCC1>C1C=CC([P]([Pd]([P](C2C=CC=CC=2)(C2C=CC=CC=2)C2C=CC=CC=2)([P](C2C=CC=CC=2)(C2C=CC=CC=2)C2C=CC=CC=2)[P](C2C=CC=CC=2)(C2C=CC=CC=2)C2C=CC=CC=2)(C2C=CC=CC=2)C2C=CC=CC=2)=CC=1.O.CN(C=O)C>[Cl:21][C:17]1[CH:16]=[C:15]([S:12]([NH:11][C:9]2[CH:8]=[C:7]([CH3:22])[N:6]=[C:5]3[S:4][C:3]([C:23]4[CH:27]=[N:26][NH:25][CH:24]=4)=[C:2]([C:45]4[CH:44]=[CH:43][CH:42]=[C:41]([N:38]5[CH2:37][CH2:36][O:35][CH2:40][CH2:39]5)[CH:46]=4)[C:10]=23)(=[O:14])=[O:13])[CH:20]=[CH:19][CH:18]=1 |f:2.3.4,^1:65,67,86,105|. Reported procedure: A mixture of 1,1-dimethylethyl 4-(3-bromo-4-{[(3-chlorophenyl)sulfonyl]amino}-6-methylthieno[2,3-b]pyridin-2-yl)-1H-pyrazole-1-carboxylate (Description 75) (100 mg, 0.171 mmol), 3-(morpholino)phenylboronic acid, pinacol ester (74.3 mg, 0.257 mmol), potassium carbonate (95 mg, 0.685 mmol) and tetrakis(triphenylphosphine)palladium(0) (3.96 mg, 3.43 μmol) were weighed into a microwave vial. 1,4-Dioxane (1.5 mL), DMF (0.75 mL) and water (0.38 mL) were added and the mixture heated in a microwave at 1... The solvent is FC(C(=O)O)(F)F (trifluoroacetic acid). Reported procedure: 240 mg of tert-butyl 5-{3-[(5-chlorothiophene-2-carbonyl)amino]-1H-indazol-5-yl}furan-2-carboxylate are dissolved in 1 ml of trifluoroacetic acid and 3 ml of dichloromethane and stirred at room temperature for 24 hours. The batch is evaporated, the residue is stirred with dichloromethane, filtered off with suction and dried, giving 209 mg of 5-{3-[(5-chlorothiophene-2-carbonyl)amino]-1H-indazol-5-yl}furan-2-car-boxylic acid (“A20”) (quant.). The reactants are ClC1=CC=C(S1)C(=O)NC1=NNC2=CC=C(C=C12)C1=CC=C(O1)C(=O)OC(C)(C)C (tert-butyl 5-{3-[(5-chlorothiophene-2-carbonyl)amino]-1H-indazol-5-yl}furan-2-carboxylate), ClCCl (dichloromethane). As a reaction SMILES: [Cl:1][C:2]1[S:6][C:5]([C:7]([NH:9][C:10]2[C:18]3[C:13](=[CH:14][CH:15]=[C:16]([C:19]4[O:23][C:22]([C:24]([O:26]C(C)(C)C)=[O:25])=[CH:21][CH:20]=4)[CH:17]=3)[NH:12][N:11]=2)=[O:8])=[CH:4][CH:3]=1.ClCCl>FC(F)(F)C(O)=O>[Cl:1][C:2]1[S:6][C:5]([C:7]([NH:9][C:10]2[C:18]3[C:13](=[CH:14][CH:15]=[C:16]([C:19]4[O:23][C:22]([C:24]([OH:26])=[O:25])=[CH:21][CH:20]=4)[CH:17]=3)[NH:12][N:11]=2)=[O:8])=[CH:4][CH:3]=1. Yield: 99.7%. Yields the product ClC1=CC=C(S1)C(=O)NC1=NNC2=CC=C(C=C12)C1=CC=C(O1)C(=O)O (5-{3-[(5-chlorothiophene-2-carbonyl)amino]-1H-indazol-5-yl}furan-2-car-boxylic acid). The reactants are CC(C)(C)C1CCC(NC2CCCC2)CC1, CCOC(=O)CSc1cnc(N)s1, CCC1CCC(N(C(=O)Nc2ncc(SCC(=O)O)s2)C2CCCC2)CC1. Yields the product CC(C)(C)C1CCC(N(C(=O)Nc2ncc(SCC(=O)O)s2)C2CCCC2)CC1. As a reaction SMILES: [C:28]([CH3:29])([CH3:30])([CH3:31])[CH:32]1[CH2:33][CH2:34][CH:35]([NH:38][CH:39]2[CH2:40][CH2:41][CH2:42][CH2:43]2)[CH2:36][CH2:37]1.[CH2:44]([O:45][C:46](=[O:47])[CH2:48][S:49][c:50]1[s:51][c:52]([NH2:53])[n:54][cH:55]1)[CH3:56].[CH:1]1([N:2]([CH:3]2[CH2:4][CH2:5][CH:6]([CH2:20][CH3:21])[CH2:22][CH2:23]2)[C:7]([NH:8][c:9]2[s:10][c:11]([S:14][CH2:15][C:16](=[O:17])[OH:18])[cH:12][n:13]2)=[O:19])[CH2:24][CH2:25][CH2:26][CH2:27]1>>[C:7]([NH:8][c:9]1[s:10][c:11]([S:14][CH2:15][C:16](=[O:17])[OH:18])[cH:12][n:13]1)(=[O:19])[N:38]([CH:35]1[CH2:34][CH2:33][CH:32]([C:28]([CH3:29])([CH3:30])[CH3:31])[CH2:37][CH2:36]1)[CH:39]1[CH2:40][CH2:41][CH2:42][CH2:43]1.